From a dataset of the Open Reaction Database (ORD), a public repository of structured organic reaction records. describe an organic reaction: reactants, conditions, products, and yield Reactants: C(C1=CC=CC=C1)C1=NC2=C(N1C(C(=O)NC1CCCCC1)C1CCCCC1)C=C(C(=C2)F)Cl (2-(2-Benzyl-6-chloro-5-fluoro-benzoimidazol-1-yl)-2,N-dicyclohexyl-acetamide), ClC=1C=C(C=CC1)CC(=O)O ((3-chloro-phenyl)-acetic acid), COC(C1=CC=CC=C1)C(=O)O (DL-α-methoxyphenylacetic acid), C1(CCCCC1)C=O (cyclohexanecarbaldehyde), ClC=1C=C(C=O)C=CC1 (3-chlorobenzaldehyde). The product is ClC=1C(=CC2=C(N(C(=N2)C(C2=CC=CC=C2)OC)C(C(=O)NC2CCCCC2)C2=CC(=CC=C2)Cl)C1)F (2-[6-Chloro-5-fluoro-2-(methoxy-phenyl-methyl)-benzoimidazol-1-yl]-2-(3-chloro-phenyl)-N-cyclohexyl-acetamide). RXN SMILES: [CH2:1]([C:8]1[N:12]([CH:13]([CH:23]2[CH2:28][CH2:27][CH2:26][CH2:25][CH2:24]2)[C:14]([NH:16][CH:17]2[CH2:22][CH2:21][CH2:20][CH2:19][CH2:18]2)=[O:15])[C:11]2[CH:29]=[C:30]([Cl:34])[C:31]([F:33])=[CH:32][C:10]=2[N:9]=1)[C:2]1[CH:7]=[CH:6][CH:5]=[CH:4][CH:3]=1.C1([CH:41]=[O:42])CCCCC1.[Cl:43]C1C=C(C=CC=1)C=O.ClC1C=C(CC(O)=O)C=CC=1.COC(C(O)=O)C1C=CC=CC=1>>[Cl:34][C:30]1[C:31]([F:33])=[CH:32][C:10]2[N:9]=[C:8]([CH:1]([O:42][CH3:41])[C:2]3[CH:7]=[CH:6][CH:5]=[CH:4][CH:3]=3)[N:12]([CH:13]([C:23]3[CH:28]=[CH:27][CH:26]=[C:25]([Cl:43])[CH:24]=3)[C:14]([NH:16][CH:17]3[CH2:18][CH2:19][CH2:20][CH2:21][CH2:22]3)=[O:15])[C:11]=2[CH:29]=1. Reported procedure: The title compound was prepared in analogy to Example 1, replacing (2-amino-4,5-difluoro-phenyl)-carbamic acid tert-butyl ester with (2-amino-4-chloro-5-fluoro-phenyl)-carbamic acid tert-butyl ester (([CAS RN 579474-50-3]), Example 47), cyclohexanecarbaldehyde with 3-chlorobenzaldehyde ([CAS RN 587-04-2]) and (3-chloro-phenyl)-acetic acid with DL-α-methoxyphenylacetic acid ([CAS RN 7021-09-2]). MS (ISP): 540.2 [M+H]+. Starting materials: Br, CC(=O)Br, CC#N, CC(=O)O, Nc1ccn(C2OC(CO)C(O)C2O)c(=O)n1. The product is Nc1ccn(C2CC(O)C(CO)O2)c(=O)n1. Reaction SMILES: [BrH:25].[C:1]([Br:2])(=[O:3])[CH3:4].[CH3:22][C:23]#[N:24].[CH3:26][C:27](=[O:28])[OH:29].[NH2:5][c:6]1[cH:7][cH:8][n:9]([CH:10]2[O:11][CH:12]([CH2:13][OH:14])[CH:15]([OH:16])[CH:17]2[OH:18])[c:19](=[O:20])[n:21]1>>[NH2:5][c:6]1[cH:7][cH:8][n:9]([CH:10]2[O:11][CH:12]([CH2:13][OH:14])[CH:15]([OH:16])[CH2:17]2)[c:19](=[O:20])[n:21]1. Starting materials: C[Si](C)(C)N=C=O (Trimethylsilylisocyanate), NC1=CC=C(CN)C=C1 (4-amino-benzylamine). Run in C1CCOC1 (THF). Reaction conditions: time 8 hour. The product is NC1=CC=C(CNC(=O)N)C=C1 (4-amino-benzyl-urea). As a reaction SMILES: C[Si]([N:5]=[C:6]=[O:7])(C)C.[NH2:8][C:9]1[CH:16]=[CH:15][C:12]([CH2:13][NH2:14])=[CH:11][CH:10]=1>C1COCC1>[NH2:8][C:9]1[CH:16]=[CH:15][C:12]([CH2:13][NH:14][C:6]([NH2:5])=[O:7])=[CH:11][CH:10]=1. Reported procedure: Trimethylsilylisocyanate (3.2 ml; 85%) was added to a solution of 4-amino-benzylamine (1.55 ml) in dry THF (40 ml). A white solid precipitated. The reaction mixture was stirred at r.t. overnight then the precipitate was filtered and washed with ethyl acetate giving the title compound (1.2 g) as a white solid. Starting materials: C(C)N(CC)S(F)(F)F (diethylaminosulphur trifluoride), C(CC)OC1=CC=C(C=C1)CN1CCC(CC1)C(O)(C1=CC=C(C=C1)OC(F)(F)F)C1=CC=C(C=C1)OC(F)(F)F (N-(4-propoxyphenylmethyl)-4-[bis(4-trifluoromethoxyphenyl)hydroxymethyl]piperidine), ice water. Solvent: C(Cl)Cl (methylene chloride). Conditions: time 18 hour. Yields the product C(CC)OC1=CC=C(C=C1)CN1CCC(CC1)C(F)(C1=CC=C(C=C1)OC(F)(F)F)C1=CC=C(C=C1)OC(F)(F)F (N-(4-propoxyphenylmethyl)-4-[bis(4-trifluoromethoxyphenyl)fluoromethyl]piperidine). Yield: 17.1%. As a reaction SMILES: [CH2:1]([O:4][C:5]1[CH:10]=[CH:9][C:8]([CH2:11][N:12]2[CH2:17][CH2:16][CH:15]([C:18]([C:31]3[CH:36]=[CH:35][C:34]([O:37][C:38]([F:41])([F:40])[F:39])=[CH:33][CH:32]=3)([C:20]3[CH:25]=[CH:24][C:23]([O:26][C:27]([F:30])([F:29])[F:28])=[CH:22][CH:21]=3)O)[CH2:14][CH2:13]2)=[CH:7][CH:6]=1)[CH2:2][CH3:3].C(N(S(F)(F)[F:48])CC)C>C(Cl)Cl>[CH2:1]([O:4][C:5]1[CH:10]=[CH:9][C:8]([CH2:11][N:12]2[CH2:17][CH2:16][CH:15]([C:18]([C:31]3[CH:36]=[CH:35][C:34]([O:37][C:38]([F:41])([F:40])[F:39])=[CH:33][CH:32]=3)([C:20]3[CH:25]=[CH:24][C:23]([O:26][C:27]([F:30])([F:29])[F:28])=[CH:22][CH:21]=3)[F:48])[CH2:14][CH2:13]2)=[CH:7][CH:6]=1)[CH2:2][CH3:3]. Procedure: A stirred solution of 0.6 gram (0.001 mole) of N-(4-propoxyphenylmethyl)-4-[bis(4-trifluoromethoxyphenyl)hydroxymethyl]piperidine (prepared in Example 10) in 15 mL of methylene chloride was cooled to -78° C., and 0.15 mL (0.001 mole) of diethylaminosulphur trifluoride (DAST) was added via a syringe. Upon completion of addition, the reaction mixture was allowed to warm to ambient temperature as it stirred for about 18 hours. After this time, the reaction mixture was poured into ice-water. The mix... Reactants: ClC1=C(C=CC(C(C)(C)C)=O)C=CC(=C1)Cl (2,4-dichlorobenzalpinacolone), C1(=CC=C(C=C1)S(=O)O)C (p-toluenesulfinic acid), NaH2PO3, alcohol. Run in ice water. Product: ClC1=C(C=CC(=C1)Cl)C(CC(C(C)(C)C)=O)S(=O)(=O)C1=CC=C(C=C1)C (1-(2,4-dichlorophenyl)-4,4-dimethyl-1-p-toluenesulfonylpentan-3-one). Yield: 99.5%. RXN SMILES: [Cl:1][C:2]1[CH:15]=[C:14]([Cl:16])[CH:13]=[CH:12][C:3]=1[CH:4]=[CH:5][C:6](=[O:11])[C:7]([CH3:10])([CH3:9])[CH3:8].[C:17]1([CH3:26])[CH:22]=[CH:21][C:20]([S:23]([OH:25])=[O:24])=[CH:19][CH:18]=1>>[Cl:1][C:2]1[CH:15]=[C:14]([Cl:16])[CH:13]=[CH:12][C:3]=1[CH:4]([S:23]([C:20]1[CH:21]=[CH:22][C:17]([CH3:26])=[CH:18][CH:19]=1)(=[O:25])=[O:24])[CH2:5][C:6](=[O:11])[C:7]([CH3:10])([CH3:9])[CH3:8]. Procedure details: A mixture of 10 g of 2,4-dichlorobenzalpinacolone, 7.3 g of p-toluenesulfinic acid, 4.1 g of NaH2PO3 and 70 ml of 90% aqueous alcohol was heated under reflux for 8 hours. After cooling, 400 ml of ice water was added to the reaction mixture and extracted with 500 ml of ethyl acetate. The organic solvent layer was washed with 400 ml of 5% sodium bicarbonate aqueous solution and 400 ml of ice water and evaporated under reduced pressure to give 16 g of the captioned compound (yield 99%). nD27 1.5563... Starting materials: BrCCCOCCOCCCC1=CC=CC=C1 ([3-[2-(3-Bromopropoxy)ethoxy]propyl]benzene), C(C1=CC=CC=C1)N (benzylamine). Solvent: C(C)(=O)OCC (ethyl acetate). Conditions: time 4.5 hour. Product: C1(=CC=CC=C1)CCCOCCOCCCNCC1=CC=CC=C1 (N-[3-[2-(3-Phenylpropoxy)ethoxy]propyl]benzenemethanamine). Isolated yield 78.8%. RXN SMILES: Br[CH2:2][CH2:3][CH2:4][O:5][CH2:6][CH2:7][O:8][CH2:9][CH2:10][CH2:11][C:12]1[CH:17]=[CH:16][CH:15]=[CH:14][CH:13]=1.[CH2:18]([NH2:25])[C:19]1[CH:24]=[CH:23][CH:22]=[CH:21][CH:20]=1>C(OCC)(=O)C>[C:12]1([CH2:11][CH2:10][CH2:9][O:8][CH2:7][CH2:6][O:5][CH2:4][CH2:3][CH2:2][NH:25][CH2:18][C:19]2[CH:24]=[CH:23][CH:22]=[CH:21][CH:20]=2)[CH:17]=[CH:16][CH:15]=[CH:14][CH:13]=1. Procedure: [3-[2-(3-Bromopropoxy)ethoxy]propyl]benzene (3.01 g) was added dropwise over 5 min to benzylamine (5.35 g) at 120° under nitrogen. The solution was stirred at 130° for 4.5 h, cooled, diluted with ethyl acetate (200 ml) and washed with 2N hydrochloric acid (150 ml). The aqueous phase was re-extracted with ethyl acetate (2×100 ml) and the combined organic phases washed with 8% sodium bicarbonate solution (200 ml), dried and evaporated in vacuo to give the title compound (2.58 g) as an oil. T.l.c. ... Starting materials: ClC=1C=CC(=C(C1)C=1C=C2CC(NC2=CC1)=O)O (5-(5-chloro-2-hydroxyphenyl)indolin-2-one), C([O-])([O-])=O.[K+].[K+] (potassium carbonate), COC1=C(CN(S(=O)(=O)C2=C(C=C(C(=C2)F)F)F)C2=NC=NS2)C=CC(=C1)OC (N-(2,4-dimethoxybenzyl)-2,4,5-trifluoro-N-(1,2,4-thiadiazol-5-yl)benzenesulfonamide). The solvent is CS(=O)C (dimethylsulfoxide). Run at time 16 hour. The product is ClC1=CC(=C(OC2=CC(=C(C=C2F)S(=O)(=O)N(C2=NC=NS2)CC2=C(C=C(C=C2)OC)OC)F)C=C1)C=1C=C2CC(NC2=CC1)=O (4-(4-chloro-2-(2-oxoindolin-5-yl)phenoxy)-N-(2,4-dimethoxybenzyl)-2,5-difluoro-N-(1,2,4-thiadiazol-5-yl)benzenesulfonamide). Reaction SMILES: [Cl:1][C:2]1[CH:3]=[CH:4][C:5]([OH:18])=[C:6]([C:8]2[CH:9]=[C:10]3[C:14](=[CH:15][CH:16]=2)[NH:13][C:12](=[O:17])[CH2:11]3)[CH:7]=1.C(=O)([O-])[O-].[K+].[K+].[CH3:25][O:26][C:27]1[CH:51]=[C:50]([O:52][CH3:53])[CH:49]=[CH:48][C:28]=1[CH2:29][N:30]([C:43]1[S:47][N:46]=[CH:45][N:44]=1)[S:31]([C:34]1[CH:39]=[C:38]([F:40])[C:37](F)=[CH:36][C:35]=1[F:42])(=[O:33])=[O:32]>CS(C)=O>[Cl:1][C:2]1[CH:3]=[CH:4][C:5]([O:18][C:37]2[C:38]([F:40])=[CH:39][C:34]([S:31]([N:30]([CH2:29][C:28]3[CH:48]=[CH:49][C:50]([O:52][CH3:53])=[CH:51][C:27]=3[O:26][CH3:25])[C:43]3[S:47][N:46]=[CH:45][N:44]=3)(=[O:32])=[O:33])=[C:35]([F:42])[CH:36]=2)=[C:6]([C:8]2[CH:9]=[C:10]3[C:14](=[CH:15][CH:16]=2)[NH:13][C:12](=[O:17])[CH2:11]3)[CH:7]=1 |f:1.2.3|. Procedure: To a mixture of 5-(5-chloro-2-hydroxyphenyl)indolin-2-one (0.132 g, 0.51 mmol) and potassium carbonate (0.105 g, 0.76 mmol) in dimethylsulfoxide (3 mL) was added N-(2,4-dimethoxybenzyl)-2,4,5-trifluoro-N-(1,2,4-thiadiazol-5-yl)benzenesulfonamide (0.239 g, 0.54 mmol). The reaction mixture was degassed with nitrogen for 10 minutes and stirred for 16 h at ambient temperature. The reaction mixture was partitioned between ethyl acetate (50 mL) and water (5 mL). The organic phase was washed with water...